Dataset: the Open Reaction Database (ORD), a public repository of structured organic reaction records. Task: describe an organic reaction: reactants, conditions, products, and yield Reactants: sodium carboxymethylcellulose, sodium carboxymethylcellulose, C([C@@H]1[C@H]([C@@H]([C@H]([C@H](O1)O[C@]2([C@H]([C@@H]([C@H](O2)CO)O)O)CO)O)O)O)O (sucrose). The solvent is sodium carboxymethylcellulose, C(C)O (ethanol), sodium carboxymethylcellulose. RXN SMILES: [CH2:1]([OH:23])[C@H:2]1[O:7][C@H:6]([O:8][C@]2(CO)O[C@H](CO)[C@@H](O)[C@@H]2O)[C@H:5]([OH:20])[C@@H:4]([OH:21])[C@@H:3]1[OH:22]>C(O)C>[O:8]=[CH:6][C@@H:5]([C@H:4]([C@@H:3]([C@@H:2]([CH2:1][OH:23])[OH:7])[OH:22])[OH:21])[OH:20]. Run at time 24 hour. Yields the product O=C[C@H](O)[C@@H](O)[C@H](O)[C@H](O)CO (Glucose). Reported procedure: As experimental animals, overnight fasted SD rats (Japan SLC. Inc., male, 7-8 weeks of age, 205-272 g) were used. A Test compound was suspended in 0.5% sodium carboxymethylcellulose solution at the concentration of 2 mg/mL. When a homogenous suspension was not obtained in this condition, the test compound was dissolved in ethanol at the concentration of 100 mg/mL of its active form and then 2 mg/mL suspension was obtained by adding this solution to 49 times volumes of 0.5% sodium carboxymethylce... Starting materials: BrC1=CC=C(C=N1)C(=O)N1CCN(CC1)C1=NC=C(C=C1C)C ((6-bromopyridin-3-yl)[4-(3,5-dimethylpyridin-2-yl)piperazin-1-yl]methanone), CC=1C(=NC=C(C1)C)N1CCN(CC1)C(=O)C=1C=CC(=NC1)N1C(N(CC1C(C)C)CC1=CC=C(C=C1)OC)=O (3-{5-[4-(3,5-dimethylpyridin-2-yl)piperazine-1-carbonyl]pyridin-2-yl}-4-isopropyl-1-(4-methoxybenzyl)imidazolidin-2-one), C(C)(C)C1NC(N(C1)CC1=CC=C(C=C1)OC)=O (4-isopropyl-1-(4-methoxybenzyl)imidazolidin-2-one). Product: CC=1C(=NC=C(C1)C)N1CCN(CC1)C(=O)C=1C=CC(=NC1)N1C(NCC1C(C)C)=O (1-{5-[4-(3,5-dimethylpyridin-2-yl)piperazine-1-carbonyl]pyridin-2-yl}-5-isopropylimidazolidin-2-one). Reaction SMILES: BrC1N=CC(C(N2CCN(C3C(C)=CC(C)=CN=3)CC2)=O)=CC=1.C(C1CN(CC2C=CC(OC)=CC=2)C(=O)N1)(C)C.[CH3:42][C:43]1[C:44]([N:50]2[CH2:55][CH2:54][N:53]([C:56]([C:58]3[CH:59]=[CH:60][C:61]([N:64]4[CH:68]([CH:69]([CH3:71])[CH3:70])[CH2:67][N:66](CC5C=CC(OC)=CC=5)[C:65]4=[O:81])=[N:62][CH:63]=3)=[O:57])[CH2:52][CH2:51]2)=[N:45][CH:46]=[C:47]([CH3:49])[CH:48]=1>>[CH3:42][C:43]1[C:44]([N:50]2[CH2:51][CH2:52][N:53]([C:56]([C:58]3[CH:59]=[CH:60][C:61]([N:64]4[CH:68]([CH:69]([CH3:70])[CH3:71])[CH2:67][NH:66][C:65]4=[O:81])=[N:62][CH:63]=3)=[O:57])[CH2:54][CH2:55]2)=[N:45][CH:46]=[C:47]([CH3:49])[CH:48]=1. Procedure: Using (6-bromopyridin-3-yl)[4-(3,5-dimethylpyridin-2-yl)piperazin-1-yl]methanone (225 mg) described in Preparation Example 127 and 4-isopropyl-1-(4-methoxybenzyl)imidazolidin-2-one (149 mg) described in Preparation Example 210 and by the reaction and treatment in the same manner as in Example 505, the title compound (52 mg) was obtained via 3-{5-[4-(3,5-dimethylpyridin-2-yl)piperazine-1-carbonyl]pyridin-2-yl}-4-isopropyl-1-(4-methoxybenzyl)imidazolidin-2-one. The product is c1cc2c(cc1Nc1ccc3c(c1)CCO3)CCO2. Reactants: Brc1ccc2c(c1)CCO2, CC(C)(C)[O-], Cc1ccccc1, [Na+], Nc1ccc2c(c1)CCO2, O=C(C=Cc1ccccc1)C=Cc1ccccc1, O=C(C=Cc1ccccc1)C=Cc1ccccc1, O=C(C=Cc1ccccc1)C=Cc1ccccc1, [Pd], [Pd]. RXN SMILES: [Br:11][c:12]1[cH:13][cH:14][c:15]2[c:16]([cH:20]1)[CH2:17][CH2:18][O:19]2.[CH3:21][C:22]([CH3:23])([O-:24])[CH3:25].[CH3:83][c:84]1[cH:85][cH:86][cH:87][cH:88][cH:89]1.[Na+:26].[O:1]1[CH2:2][CH2:3][c:4]2[c:5]1[cH:6][cH:7][c:8]([NH2:10])[cH:9]2.[O:29]=[C:30]([CH:31]=[CH:32][c:33]1[cH:34][cH:35][cH:36][cH:37][cH:38]1)[CH:39]=[CH:40][c:41]1[cH:42][cH:43][cH:44][cH:45][cH:46]1.[O:47]=[C:48]([CH:49]=[CH:50][c:51]1[cH:52][cH:53][cH:54][cH:55][cH:56]1)[CH:57]=[CH:58][c:59]1[cH:60][cH:61][cH:62][cH:63][cH:64]1.[O:65]=[C:66]([CH:67]=[CH:68][c:69]1[cH:70][cH:71][cH:72][cH:73][cH:74]1)[CH:75]=[CH:76][c:77]1[cH:78][cH:79][cH:80][cH:81][cH:82]1.[Pd:27].[Pd:28]>>[O:1]1[CH2:2][CH2:3][c:4]2[c:5]1[cH:6][cH:7][c:8]([NH:10][c:12]1[cH:13][cH:14][c:15]3[c:16]([cH:20]1)[CH2:17][CH2:18][O:19]3)[cH:9]2.